From a dataset of the Open Reaction Database (ORD), a public repository of structured organic reaction records. describe an organic reaction: reactants, conditions, products, and yield Starting materials: IC1=CC=C(C(N)=NO)C=C1 (4-iodobenzamidoxime), C(C)OC(OCC)OCC (triethylorthoformate). Product: IC1=CC=C(C=C1)C1=NOC=N1 (3-(4-iodophenyl)-1,2,4-oxadiazole). RXN SMILES: [I:1][C:2]1[CH:11]=[CH:10][C:5]([C:6](=[N:8][OH:9])[NH2:7])=[CH:4][CH:3]=1.[CH2:12](OC(OCC)OCC)C>>[I:1][C:2]1[CH:11]=[CH:10][C:5]([C:6]2[N:7]=[CH:12][O:9][N:8]=2)=[CH:4][CH:3]=1. Procedure: A mixture of 4-iodobenzamidoxime (3.93 g) in triethylorthoformate (15 ml) was heated at reflux for 4 hours. The mixture was evaporated and the residue was purified by flash column chromatography on silica gel using 4:1 (v/v) n-pentane/ethyl acetate as eluent to give 3-(4-iodophenyl)-1,2,4-oxadiazole (0.74 g) as a solid; NMR(CDCl3): 7.85(4H,s) and 8.74(1H,s); m/z 272(M). Yield: 20.0%. Solvent: C(C)(=O)OC(C)=O (acetic anhydride). The product is COC1=C2CCC(CC2=C(C=C1)[N+](=O)[O-])C(=O)OC (Methyl 5-Methoxy-8-nitro-1,2,3,4-tetrahydronaphthalene-2-carboxylate). RXN SMILES: [CH3:1][O:2][C:3]1[CH:12]=[CH:11][CH:10]=[C:9]2[C:4]=1[CH2:5][CH2:6][CH:7]([C:13]([O:15][CH3:16])=[O:14])[CH2:8]2.[N+:17]([O-])([OH:19])=[O:18].C(OCC)C>C(OC(=O)C)(=O)C>[CH3:1][O:2][C:3]1[CH:12]=[CH:11][C:10]([N+:17]([O-:19])=[O:18])=[C:9]2[C:4]=1[CH2:5][CH2:6][CH:7]([C:13]([O:15][CH3:16])=[O:14])[CH2:8]2. Reported procedure: Methyl 5-methoxy-1,2,3,4-tetrahydronaphthalene-2-carboxylate (1.1 g, 5 mmol; described in: Johnson, D. W.; Mander, L. N. Aust. J. Chem. 1974, 8, 1277-1286) dissolved in acetic anhydride (20 mL), was treated with 70% nitric acid (0.4 mL) at 0° C. for 1 h and the mixture was poured into ice-water and diethyl ether. The organic phase was separated, evaporated in vacuo and the residue triturated with diisopropyl ether to yield 0.27 g (20%) of the title compound as crystals: mp 100-104° C.; EIMS (70 ... The reactants are COC1=C2CCC(CC2=CC=C1)C(=O)OC (Methyl 5-methoxy-1,2,3,4-tetrahydronaphthalene-2-carboxylate), ice water, C(C)OCC (diethyl ether), [N+](=O)(O)[O-] (nitric acid). Starting materials: [H-].[Na+] (Sodium hydride), COC1=CC(NCC1)=O (4-methoxy-5,6-dihydro-2(1H)-pyridone), C(C)I (ethyl iodide). The solvent is CN(C=O)C (N,N-dimethylformamide), CN(C=O)C (N,N-dimethylformamide). Run at time 5 hour. Yields the product C(C)N1C(CC(CC1)=O)=O (1-ethyl-2,4-dioxopiperidine). The yield is 78.0%. Reaction SMILES: [H-].[Na+].C[O:4][C:5]1[CH2:10][CH2:9][NH:8][C:7](=[O:11])[CH:6]=1.[CH2:12](I)[CH3:13]>CN(C)C=O>[CH2:12]([N:8]1[CH2:9][CH2:10][C:5](=[O:4])[CH2:6][C:7]1=[O:11])[CH3:13] |f:0.1|. Procedure: Sodium hydride (in the form of a 60% dispersion in oil) (447 mg) is suspended in N,N-dimethylformamide (10 ml), and thereto is added dropwise a solution of 4-methoxy-5,6-dihydro-2(1H)-pyridone (1.29 g) in N,N-dimethylformamide (30 ml). The mixture is stirred under ice-cooling for 30 minutes, and thereto is added dropwise ethyl iodide (0.97 ml). The mixture is stirred under ice-cooling for 30 minutes and further at room temperature for 2.5 hours. The reaction mixture is poured onto water and extr... The reactants are COC1=CC(=C(C=O)C=C1)OCCCN1CCOCC1 (4-Methoxy-2-[3-(4-morpholinyl)propoxy]benzaldehyde), C(CC1=CC=CC=C1)N (phenethylamine). Run in C1(=CC=CC=C1)C (toluene). Yields the product COC=1C=CC(=C(OCCCN2CCOCC2)C1)C=NCCC1=CC=CC=C1 (4-[3-[5-Methoxy-2-[[(2-phenylethyl)imino]methyl]phenoxy]propyl]morpholine). Yield: 81.4%. As a reaction SMILES: [CH3:1][O:2][C:3]1[CH:10]=[CH:9][C:6]([CH:7]=O)=[C:5]([O:11][CH2:12][CH2:13][CH2:14][N:15]2[CH2:20][CH2:19][O:18][CH2:17][CH2:16]2)[CH:4]=1.[CH2:21]([NH2:29])[CH2:22][C:23]1[CH:28]=[CH:27][CH:26]=[CH:25][CH:24]=1>C1(C)C=CC=CC=1>[CH3:1][O:2][C:3]1[CH:10]=[CH:9][C:6]([CH:7]=[N:29][CH2:21][CH2:22][C:23]2[CH:28]=[CH:27][CH:26]=[CH:25][CH:24]=2)=[C:5]([CH:4]=1)[O:11][CH2:12][CH2:13][CH2:14][N:15]1[CH2:20][CH2:19][O:18][CH2:17][CH2:16]1. Procedure: 4-Methoxy-2-[3-(4-morpholinyl)propoxy]benzaldehyde (29.7 g) and 13.0 g of phenethylamine are reacted in 110 ml of toluene following the procedure described in Example 1B, yielding 33.1 g of the title compound, boiling point 240°-245° C. at 0.1-0.2 mm of Hg. Reactants: O (H2O), BrC1=C2C(=CC(=CC2=CC=C1)C(=O)OCC)O (Ethyl 5-Bromo-4-hydroxy-2-naphthoate), C(=O)([O-])[O-].[K+].[K+] (K2CO3), C(C1=CC=CC=C1)Br (benzyl bromide). Reagents/catalysts: [N+](CCCC)(CCCC)(CCCC)CCCC.[I-] (Bu4NI). The solvent is CN(C)C=O (DMF). Run at temperature 25 celsius, time 16 hour. The product is C(C1=CC=CC=C1)OC1=CC(=CC2=CC=CC(=C12)Br)C(=O)OCC (Ethyl 4-(Benzyloxy)-5-bromo-2-naphthoate). As a reaction SMILES: [Br:1][C:2]1[CH:11]=[CH:10][CH:9]=[C:8]2[C:3]=1[C:4]([OH:17])=[CH:5][C:6]([C:12]([O:14][CH2:15][CH3:16])=[O:13])=[CH:7]2.C([O-])([O-])=O.[K+].[K+].[CH2:24](Br)[C:25]1[CH:30]=[CH:29][CH:28]=[CH:27][CH:26]=1.O>CN(C=O)C.[N+](CCCC)(CCCC)(CCCC)CCCC.[I-]>[CH2:24]([O:17][C:4]1[C:3]2[C:8](=[CH:9][CH:10]=[CH:11][C:2]=2[Br:1])[CH:7]=[C:6]([C:12]([O:14][CH2:15][CH3:16])=[O:13])[CH:5]=1)[C:25]1[CH:30]=[CH:29][CH:28]=[CH:27][CH:26]=1 |f:1.2.3,7.8|. Reported procedure: Naphthol 7 (3.20 g, 11.0 mmol) was dissolved in anhydrous DMF (78 mL). K2CO3 (3.05 g, 22.0 mmol), benzyl bromide (1.59 mL, 13.2 mmol), and Bu4NI (163 mg, 0.440 mmol) were added. The solution was stirred at 25° C. for 16 h. The reaction mixture was poured into H2O and extracted with ethyl acetate (3×). The organic extracts were combined, dried over Na2SO4, and concentrated under reduced pressure. The solid was recrystallized with 5% EtOAc/hexanes and the mother liquor was further purified by flas...